This data is from the Open Reaction Database (ORD), a public repository of structured organic reaction records. The task is: describe an organic reaction: reactants, conditions, products, and yield Reactants: ClC=1C=C(C=CC1Cl)C1=NSC(O1)=O (5-(3,4-Dichlorophenyl)-1,3,4-oxathiazol-2-one), C(#CC(=O)OC)C(=O)OC (dimethyl acetylenedicarboxylate). The solvent is ClC1=CC=CC=C1 (chlorobenzene). Yields the product ClC=1C=C(C=CC1Cl)C1=NSC(=C1C(=O)OC)C(=O)OC (Dimethyl 3-(3,4-Dichlorophenyl)-4,5-Isothiazoledicarboxylate). Isolated yield 70.7%. Reaction SMILES: [Cl:1][C:2]1[CH:3]=[C:4]([C:9]2OC(=O)[S:11][N:10]=2)[CH:5]=[CH:6][C:7]=1[Cl:8].[C:15]([C:21]([O:23][CH3:24])=[O:22])#[C:16][C:17]([O:19][CH3:20])=[O:18]>ClC1C=CC=CC=1>[Cl:1][C:2]1[CH:3]=[C:4]([C:9]2[C:16]([C:17]([O:19][CH3:20])=[O:18])=[C:15]([C:21]([O:23][CH3:24])=[O:22])[S:11][N:10]=2)[CH:5]=[CH:6][C:7]=1[Cl:8]. Procedure: 5-(3,4-Dichlorophenyl)-1,3,4-oxathiazol-2-one (99.2 g, 0.4 mol) and dimethyl acetylenedicarboxylate (113.5 g, 0.8 mol) were heated in 240 ml of chlorobenzene at reflux for 47 hours. The product, from hot methanol, was recrystallized twice from hot methanol to give 97.8 g (0.283 mol, 70.7%) of white solid, m.p. 105°-107°. The reactants are [H-].[Na+] (Sodium hydride), compound, C(#N)C=1C=C(C=CC1)CN1N=C(C(=C(C1=O)C(=O)OCC)O)C(C)C (Ethyl 2-[(3-cyanophenyl)methyl]-5-hydroxy-6-(1-methylethyl)-3-oxo-2,3-dihydro-4-pyridazinecarboxylate), BrCC1=CC(=CC=C1)C#N (α-bromo-m-tolunitrile), Cl (HCl), CCOC(=O)C (EtOAc). The solvent is CN(C=O)C (N,N-Dimethylformamide), O (H2O). Reaction conditions: time 30 minute. Product: C(#N)C=1C=C(C=CC1)CN1N=C(C(=C(C1=O)C(=O)NCC(=O)O)O)C(C)C (N-{[2-[(3-Cyanophenyl)methyl]-5-hydroxy-6-(1-methylethyl)-3-oxo-2,3-dihydro-4-pyridazinyl]carbonyl}glycine). The yield is 52.0%. As a reaction SMILES: [C:1]([C:3]1[CH:4]=[C:5]([CH2:9][N:10]2[C:15](=[O:16])[C:14]([C:17](OCC)=[O:18])=[C:13]([OH:22])[C:12]([CH:23]([CH3:25])[CH3:24])=[N:11]2)[CH:6]=[CH:7][CH:8]=1)#[N:2].[H-].[Na+].BrCC1C=CC=C(C#[N:37])C=1.Cl.CC[O:41][C:42]([CH3:44])=[O:43]>CN(C)C=O.O>[C:1]([C:3]1[CH:4]=[C:5]([CH2:9][N:10]2[C:15](=[O:16])[C:14]([C:17]([NH:37][CH2:44][C:42]([OH:41])=[O:43])=[O:18])=[C:13]([OH:22])[C:12]([CH:23]([CH3:24])[CH3:25])=[N:11]2)[CH:6]=[CH:7][CH:8]=1)#[N:2] |f:1.2|. Procedure details: Ethyl 2-[(3-cyanophenyl)methyl]-5-hydroxy-6-(1-methylethyl)-3-oxo-2,3-dihydro-4-pyridazinecarboxylate. Sodium hydride (53 mg, 1.33 mmol) was added to a solution of the compound from example 14a) (120 mg, 0.53 mmol) in N,N-Dimethylformamide (DMF) (2.5 mL) at 0° C. The reaction was brought to room temperature and stirred for 30 minutes. The temperature was then reduced to 0° C. and α-bromo-m-tolunitrile (104 mg, 0.53 mmol) was added. The reaction was brought to room temperature and stirred for 3 h... The reactants are O (water), O (water), C(C=C)N(C(OCC)=O)CC=O (ethyl N-allyl-N-(2-oxoethyl)-carbamate), C(C)OC(CNCC1=CC=CC=C1)=O (N-benzylglycine ethyl ester). The solvent is C1(=CC=CC=C1)C (toluene). Product: C(C1=CC=CC=C1)N1C2CN(CC2CC1C(=O)OCC)C(=O)OCC (Diethyl 2-benzyl-2,7-diazabicyclo[3.3.0]octane-3,7-dicarboxylate). Reaction SMILES: [CH2:1]([O:3][C:4](=[O:14])[CH2:5][NH:6][CH2:7][C:8]1[CH:13]=[CH:12][CH:11]=[CH:10][CH:9]=1)[CH3:2].O.[CH2:16]([N:19]([CH2:25][CH:26]=O)[C:20](=[O:24])[O:21][CH2:22][CH3:23])[CH:17]=[CH2:18]>C1(C)C=CC=CC=1>[CH2:7]([N:6]1[CH:5]([C:4]([O:3][CH2:1][CH3:2])=[O:14])[CH2:18][CH:17]2[CH:26]1[CH2:25][N:19]([C:20]([O:21][CH2:22][CH3:23])=[O:24])[CH2:16]2)[C:8]1[CH:13]=[CH:12][CH:11]=[CH:10][CH:9]=1. Procedure: 50 g (0.25 mol) of N-benzylglycine ethyl ester in 1 l of toluene are heated under reflux in a water separator and 43 g (0.25 mol) of ethyl N-allyl-N-(2-oxoethyl)-carbamate are added dropwise during the course of two hours. The mixture is heated under reflux until water no longer separates and concentrated, and the residue is distilled. Starting materials: solution, [Li]CCCC (nBuLi), C(C)I (ethyliodide), FC(C(C(F)(F)F)(O[Si](CC)(CC)CC)[C@@H]1CC[C@H](CC1)NS(=O)(=O)C1=C(N=C(S1)C)C)(F)F (trans 2,4-dimethyl-thiazole-5-sulfonic acid [4-(2,2,2-trifluoro-1-triethylsilanyloxy-1-trifluoromethyl-ethyl)-cyclohexyl]-amide), CCCC[N+](CCCC)(CCCC)CCCC.[F-] (TBAF). Run in CCCCCC (hexane), C1CCOC1 (THF), C1CCOC1 (THF). Reaction conditions: temperature -30 celsius. Yields the product C(C)N(S(=O)(=O)C1=C(N=C(S1)CCC)C)[C@@H]1CC[C@H](CC1)C(C(F)(F)F)(C(F)(F)F)O (trans 4-methyl-2-propyl-thiazole-5-sulfonic acid ethyl-[4-(2,2,2-trifluoro-1-hydroxy-1-trifluoromethyl-ethyl)-cyclohexyl]-amide). Isolated yield 11.0%. RXN SMILES: [F:1][C:2]([F:34])([F:33])[C:3]([C@H:16]1[CH2:21][CH2:20][C@H:19]([NH:22][S:23]([C:26]2[S:30][C:29]([CH3:31])=[N:28][C:27]=2[CH3:32])(=[O:25])=[O:24])[CH2:18][CH2:17]1)([O:8][Si](CC)(CC)CC)[C:4]([F:7])([F:6])[F:5].[Li][CH2:36][CH2:37]CC.[CH2:40](I)[CH3:41].CCCC[N+](CCCC)(CCCC)CCCC.[F-]>C1COCC1.CCCCCC>[CH2:36]([N:22]([C@H:19]1[CH2:18][CH2:17][C@H:16]([C:3]([OH:8])([C:2]([F:34])([F:1])[F:33])[C:4]([F:5])([F:6])[F:7])[CH2:21][CH2:20]1)[S:23]([C:26]1[S:30][C:29]([CH2:31][CH2:40][CH3:41])=[N:28][C:27]=1[CH3:32])(=[O:25])=[O:24])[CH3:37] |f:3.4|. Procedure details: A solution of 200 mg (0.36 mmol) of trans 2,4-dimethyl-thiazole-5-sulfonic acid [4-(2,2,2-trifluoro-1-triethylsilanyloxy-1-trifluoromethyl-ethyl)-cyclohexyl]-amide in 5 mL of THF was cooled to −78° C. and treated dropwise with 0.25 mL of a 1.6 M solution of nBuLi in hexane. The solution was warmed to −30° C., treated with 1 mL (1.2 mmol) of ethyliodide, allowed to reach RT and then refluxed for 2 hrs. Distribution between a saturated aqueous solution of NH4Cl and Et2O, drying of the combined org... The reactants are NC=1C(=NC(=C(N1)NC(C)C)Cl)C(=O)N=CNNC(=O)N1C=NC=C1 (3-amino-5-isopropylamino-6-chloro-N-{[(1-imidazolcarbonyl)amino]aminomethylene}-2-pyrazinecarboxamide), C(C)N (ethylamine). The solvent is CN1C(CCC1)=O (1-methyl-2-pyrrolidinone). Product: NC=1C(=NC(=C(N1)NC(C)C)Cl)C(=O)N=CNNC(=O)NCC (3-Amino-5-isopropylamino-6-chloro-N-{[(ethylaminocarbonyl)amino]aminomethylene}-2-pyrazinecarboxamide). As a reaction SMILES: [NH2:1][C:2]1[C:3]([C:13]([N:15]=[CH:16][NH:17][NH:18][C:19]([N:21]2[CH:25]=[CH:24]N=C2)=[O:20])=[O:14])=[N:4][C:5]([Cl:12])=[C:6]([NH:8][CH:9]([CH3:11])[CH3:10])[N:7]=1.C(N)C>CN1CCCC1=O>[NH2:1][C:2]1[C:3]([C:13]([N:15]=[CH:16][NH:17][NH:18][C:19]([NH:21][CH2:25][CH3:24])=[O:20])=[O:14])=[N:4][C:5]([Cl:12])=[C:6]([NH:8][CH:9]([CH3:10])[CH3:11])[N:7]=1. Procedure: A mixture of 3-amino-5-isopropylamino-6-chloro-N-{[(1-imidazolcarbonyl)amino]aminomethylene}-2-pyrazinecarboxamide (18.25 g., 0.05 mole) and ethylamine (2.7 g., 0.06 m) in 1-methyl-2-pyrrolidinone (150 ml.) is heated at 95° for 1/2 hour, filtered and the filtrate slowly diluted with water (350 ml.) to precipitate 3-amino-5-isopropylamino-6-chloro-N-{[(ethylaminocarbonyl)amino]aminomethylen}-2-pyrazinecarboxamide which melts at 148°-150° C. Reactants: BrCC(=O)C1=CC=CC=C1 (2-bromo-1-phenylethanone), NC(C(=O)OCC)=S (ethyl 2-amino-2-thioxoacetate). Solvent: C1=CC=CC=C1 (benzene), C(C)O (ethanol). Run at time 18 hour. The product is C1(=CC=CC=C1)C=1N=C(SC1)C(=O)OCC (Ethyl 4-phenylthiazole-2-carboxylate). Isolated yield 75.7%. As a reaction SMILES: Br[CH2:2][C:3]([C:5]1[CH:10]=[CH:9][CH:8]=[CH:7][CH:6]=1)=O.[NH2:11][C:12](=[S:18])[C:13]([O:15][CH2:16][CH3:17])=[O:14]>C1C=CC=CC=1.C(O)C>[C:5]1([C:3]2[N:11]=[C:12]([C:13]([O:15][CH2:16][CH3:17])=[O:14])[S:18][CH:2]=2)[CH:10]=[CH:9][CH:8]=[CH:7][CH:6]=1. Procedure: A mixture of 2-bromo-1-phenylethanone (1.790 g, 8.99 mmol) and ethyl 2-amino-2-thioxoacetate (Example 4A, 1.20 g, 9.01 mmol) in benzene (80 mL) and ethanol (10 mL) was stirred at room temperature for 18 h. The mixture was heated at 80° C. for 1 h. The solvent was evaporated under reduced pressure and the residue was partitioned between ethyl acetate (300 mL) and saturated aqueous sodium bicarbonate (100 mL). The organic phase was washed with brine, dried over anhydrous magnesium sulfate and conc... The reactants are ClC=1C=C2C=C(NC2=CC1)C(=O)O (5-chloro-2-indolecarboxylic acid), C1CCC2=NCCCN2CC1 (DBU), C(C)(C)(C)O (tertbutanol), C(=O)(N1C=NC=C1)N1C=NC=C1 (carbonyldiimidazole). Run in CN(C)C=O (DMF). Run at temperature 40 celsius, time 3 hour. Product: ClC=1C=C2C=C(NC2=CC1)C(=O)OC(C)(C)C (tert-Butyl 5-chloro-2-indolecarboxylate). Isolated yield 6.3%. Reaction SMILES: [Cl:1][C:2]1[CH:3]=[C:4]2[C:8](=[CH:9][CH:10]=1)[NH:7][C:6]([C:11]([OH:13])=[O:12])=[CH:5]2.C(N1C=CN=C1)(N1C=CN=C1)=O.C1CCN2C(=NCCC2)CC1.[C:37](O)([CH3:40])([CH3:39])[CH3:38]>CN(C=O)C>[Cl:1][C:2]1[CH:3]=[C:4]2[C:8](=[CH:9][CH:10]=1)[NH:7][C:6]([C:11]([O:13][C:37]([CH3:40])([CH3:39])[CH3:38])=[O:12])=[CH:5]2. Procedure details: 5.52 g of 5-chloro-2-indolecarboxylic acid are dissolved in 40 ml of DMF, 4.57 g of carbonyldiimidazole are added at RT, under nitrogen, the mixture is then heated to 40° C and 4.3 g of DBU and 4.17 g of tertbutanol are added. Heating is continued at 40° C. for 3 hours, the precipitate formed is then filtered off and the filtrate is concentrated under vacuum. The residue is taken up in EtOAc, washed with 10% Na2CO3 solution, with saturated aqueous NaCl, with sulphate buffer and then dried over N...